Dataset: the Open Reaction Database (ORD), a public repository of structured organic reaction records. Task: describe an organic reaction: reactants, conditions, products, and yield The reactants are COC(CCCC(=O)C1=CC(=C(C=C1)O)CCC(=O)OC)=O (5-[4-hydroxy-3-(2-methoxycarbonylethyl)-Phenyl]-5-oxo-pentanoic acid methyl ester), BrCCCC/C=C/C1=CC=C(C=C1)OC ((1E)-6-bromo-l-(4-methoxyphenyl)-1-hexene). Product: COC(CCCC(=O)C1=CC(=C(C=C1)OCCCC\C=C\C1=CC=C(C=C1)OC)CCC(=O)OC)=O (5-[3-(2-methoxycarbonylethyl)-4-[6-(4-methoxyphenyl)-( 5E)-5-hexenyloxy]-phenyl]-5-oxo-pentanoic acid methyl ester). The yield is 81.7%. As a reaction SMILES: [CH3:1][O:2][C:3](=[O:22])[CH2:4][CH2:5][CH2:6][C:7]([C:9]1[CH:14]=[CH:13][C:12]([OH:15])=[C:11]([CH2:16][CH2:17][C:18]([O:20][CH3:21])=[O:19])[CH:10]=1)=[O:8].Br[CH2:24][CH2:25][CH2:26][CH2:27]/[CH:28]=[CH:29]/[C:30]1[CH:35]=[CH:34][C:33]([O:36][CH3:37])=[CH:32][CH:31]=1>>[CH3:1][O:2][C:3](=[O:22])[CH2:4][CH2:5][CH2:6][C:7]([C:9]1[CH:14]=[CH:13][C:12]([O:15][CH2:24][CH2:25][CH2:26][CH2:27]/[CH:28]=[CH:29]/[C:30]2[CH:31]=[CH:32][C:33]([O:36][CH3:37])=[CH:34][CH:35]=2)=[C:11]([CH2:16][CH2:17][C:18]([O:20][CH3:21])=[O:19])[CH:10]=1)=[O:8]. Reported procedure: Under the conditions of example 1A, 500 mg of 5-[4-hydroxy-3-(2-methoxycarbonylethyl)-Phenyl]-5-oxo-pentanoic acid methyl ester is reacted with 436 mg of (1E)-6-bromo-l-(4-methoxyphenyl)-1-hexene, worked up and the crude product is chromatographed on silica gel with hexane/ethyl acetate (0-15% ethyl acetate). 657 mg of 5-[3-(2-methoxycarbonylethyl)-4-[6-(4-methoxyphenyl)-( 5E)-5-hexenyloxy]-phenyl]-5-oxo-pentanoic acid methyl ester is obtained as oil. Reactants: C([O-])([O-])=O.[Cs+].[Cs+] (Cesium carbonate), CC(C)C1=CC(=C(C(=C1)C(C)C)C2=C(C=CC=C2)P(C3CCCCC3)C4CCCCC4)C(C)C (XPHOS), C(N)(=O)C1=CC=C(OC2=C(C=C3C(CCOC3=C2)C(=O)OCC)Cl)C=C1 (ethyl 7-(4-carbamoylphenoxy)-6-chlorochroman-4-carboxylate), ClC1=NC(=CN=C1)C1=CC=CC=C1 (2-chloro-6-phenylpyrazine). The reagents and catalysts are C=1C=CC(=CC1)/C=C/C(=O)/C=C/C2=CC=CC=C2.C=1C=CC(=CC1)/C=C/C(=O)/C=C/C2=CC=CC=C2.C=1C=CC(=CC1)/C=C/C(=O)/C=C/C2=CC=CC=C2.[Pd].[Pd] (tris(dibenzylideneacetone)dipalladium). The solvent is O1CCCC1 (tetrahydrofuran). Run at temperature 60 celsius. Yields the product ClC=1C=C2C(CCOC2=CC1OC1=CC=C(C=C1)C(NC1=NC(=CN=C1)C1=CC=CC=C1)=O)C(=O)OCC (Ethyl 6-chloro-7-(4-(6-phenylpyrazin-2-ylcarbamoyl)phenoxy)chroman-4-carboxylate). Isolated yield 92.2%. RXN SMILES: [C:1]([C:4]1[CH:26]=[CH:25][C:7]([O:8][C:9]2[CH:18]=[C:17]3[C:12]([CH:13]([C:19]([O:21][CH2:22][CH3:23])=[O:20])[CH2:14][CH2:15][O:16]3)=[CH:11][C:10]=2[Cl:24])=[CH:6][CH:5]=1)(=[O:3])[NH2:2].Cl[C:28]1[CH:33]=[N:32][CH:31]=[C:30]([C:34]2[CH:39]=[CH:38][CH:37]=[CH:36][CH:35]=2)[N:29]=1.C(=O)([O-])[O-].[Cs+].[Cs+].CC(C1C=C(C(C)C)C(C2C=CC=CC=2P(C2CCCCC2)C2CCCCC2)=C(C(C)C)C=1)C>C1C=CC(/C=C/C(/C=C/C2C=CC=CC=2)=O)=CC=1.C1C=CC(/C=C/C(/C=C/C2C=CC=CC=2)=O)=CC=1.C1C=CC(/C=C/C(/C=C/C2C=CC=CC=2)=O)=CC=1.[Pd].[Pd].O1CCCC1>[Cl:24][C:10]1[CH:11]=[C:12]2[C:17](=[CH:18][C:9]=1[O:8][C:7]1[CH:6]=[CH:5][C:4]([C:1](=[O:3])[NH:2][C:28]3[CH:33]=[N:32][CH:31]=[C:30]([C:34]4[CH:39]=[CH:38][CH:37]=[CH:36][CH:35]=4)[N:29]=3)=[CH:26][CH:25]=1)[O:16][CH2:15][CH2:14][CH:13]2[C:19]([O:21][CH2:22][CH3:23])=[O:20] |f:2.3.4,6.7.8.9.10|. Procedure: Argon was bubbled through a tetrahydrofuran (665 μl) solution of ethyl 7-(4-carbamoylphenoxy)-6-chlorochroman-4-carboxylate (50 mg, 0.133 mmol; Example 45, step A) and 2-chloro-6-phenylpyrazine (25.4 mg, 0.133 mmol) at ambient temperature in a vial. Cesium carbonate (47.7 mg, 0.146 mmol), XPHOS ligand (12.7 mg, 0.0266 mmol), and tris(dibenzylideneacetone)dipalladium (0) (6.09 mg, 0.0066 mmol) were added. Argon was bubbled through the reaction for two minutes and the vial was capped. The reaction... Starting materials: C(C)(C)(C)OC(=O)N1C2CNCC2C1 (rac-3,6-diaza-bicyclo[3.2.0]heptane-6-carboxylic acid tert-butyl ester), ClC1=C(C=CC(=C1)Cl)CN=C=O (2,4-dichloro-1-(isocyanatomethyl)benzene). The product is C(C)(C)(C)OC(=O)N1C2CN(CC2C1)C(NCC1=C(C=C(C=C1)Cl)Cl)=O (rac-3-(2,4-Dichloro-benzylcarbamoyl)-3,6-diaza-bicyclo[3.2.0]heptane-6-carboxylic acid tert-butyl ester). Isolated yield 88.0%. As a reaction SMILES: [C:1]([O:5][C:6]([N:8]1[CH2:14][CH:13]2[CH:9]1[CH2:10][NH:11][CH2:12]2)=[O:7])([CH3:4])([CH3:3])[CH3:2].[Cl:15][C:16]1[CH:21]=[C:20]([Cl:22])[CH:19]=[CH:18][C:17]=1[CH2:23][N:24]=[C:25]=[O:26]>>[C:1]([O:5][C:6]([N:8]1[CH2:14][CH:13]2[CH:9]1[CH2:10][N:11]([C:25](=[O:26])[NH:24][CH2:23][C:17]1[CH:18]=[CH:19][C:20]([Cl:22])=[CH:21][C:16]=1[Cl:15])[CH2:12]2)=[O:7])([CH3:4])([CH3:2])[CH3:3]. Reported procedure: In analogy to the experimental procedure of example 1a) rac-3,6-diaza-bicyclo[3.2.0]heptane-6-carboxylic acid tert-butyl ester instead of 6-(tert-butoxycarbonyl)-2,6-diaza-spiro[3.3]heptane oxalate was converted using 2,4-dichloro-1-(isocyanatomethyl)benzene into the title compound (691 mg, 88%) which was obtained as a colorless solid. MS (EI) m/e: 400.1 (M+H)+. Starting materials: NC1=CC=CC(=N1)C(=O)O (6-aminopyridine-2-carboxylic acid), NC1=NC=CC(=C1)C(=O)O (2-aminopyridine-4-carboxylic acid), NC=1C=C(C=NC1)C(=O)O (5-aminopyridine-3-carboxylic acid), NC1=C(C=CC=C1)N (1,2-diaminobenzene), [OH-].[Na+] (NaOH). Run in ice water. Product: N1C(=NC2=C1C=CC=C2)C2=CC=CC(=N2)N (6-(1H-benzo[d]imidazol-2-yl)pyridin-2-amine). Isolated yield 61.6%. Reaction SMILES: [NH2:1][C:2]1[N:7]=[C:6]([C:8](O)=O)[CH:5]=[CH:4][CH:3]=1.NC1C=C(C(O)=O)C=CN=1.NC1C=C(C(O)=O)C=NC=1.[NH2:31][C:32]1[CH:37]=[CH:36][CH:35]=[CH:34][C:33]=1[NH2:38].[OH-].[Na+]>>[NH:31]1[C:32]2[CH:37]=[CH:36][CH:35]=[CH:34][C:33]=2[N:38]=[C:8]1[C:6]1[N:7]=[C:2]([NH2:1])[CH:3]=[CH:4][CH:5]=1 |f:4.5|. Procedure details: A suspension of 6-aminopyridine-2-carboxylic acid (112 mg), or 2-aminopyridine-4-carboxylic acid (112 mg, 0.82 mmol), or 5-aminopyridine-3-carboxylic acid (112 mg, 0.82 mmol) with 1,2-diaminobenzene (177 mg, 1.64 mmol) was heated in 4 mL of PPA (180 degree) for 2 h. The reaction mixture was each poured into 50 mL ice-water and neutralized with 2 N NaOH (chilled) during vigorous stirring. The resulting precipitate was filtered and washed with 20 mL warm water to afford 105 mg of desired 6-(1H-ben... Starting materials: C([O-])(O)=O.[Na+] (sodium bicarbonate), C(#N)C=1N=C(OC1NC1=CC=C(C(=O)NCC2CCN(CC2)C(=O)OC(C)(C)C)C=C1)C1=C(C=CC=C1F)F (tert-butyl 4-((4-(4-cyano-2-(2,6-difluorophenyl)oxazol-5-ylamino)benzamido)methyl)piperidine-1-carboxylate), [OH-].[Na+] (NaOH). The solvent is S(O)(O)(=O)=O (sulfuric acid). Product: N1CCC(CC1)CNC(=O)C1=CC=C(C=C1)NC1=C(N=C(O1)C1=C(C=CC=C1F)F)C(=O)N (5-(4-((piperidin-4-ylmethyl)carbamoyl)phenylamino)-2-(2,6-difluorophenyl)oxazole-4-carboxamide). Isolated yield 14.0%. As a reaction SMILES: [C:1]([C:3]1[N:4]=[C:5]([C:32]2[C:37]([F:38])=[CH:36][CH:35]=[CH:34][C:33]=2[F:39])[O:6][C:7]=1[NH:8][C:9]1[CH:31]=[CH:30][C:12]([C:13]([NH:15][CH2:16][CH:17]2[CH2:22][CH2:21][N:20](C(OC(C)(C)C)=O)[CH2:19][CH2:18]2)=[O:14])=[CH:11][CH:10]=1)#[N:2].C(=O)(O)[O-:41].[Na+].[OH-].[Na+]>S(=O)(=O)(O)O>[NH:20]1[CH2:19][CH2:18][CH:17]([CH2:16][NH:15][C:13]([C:12]2[CH:30]=[CH:31][C:9]([NH:8][C:7]3[O:6][C:5]([C:32]4[C:37]([F:38])=[CH:36][CH:35]=[CH:34][C:33]=4[F:39])=[N:4][C:3]=3[C:1]([NH2:2])=[O:41])=[CH:10][CH:11]=2)=[O:14])[CH2:22][CH2:21]1 |f:1.2,3.4|. Procedure: A solution of tert-butyl 4-((4-(4-cyano-2-(2,6-difluorophenyl)oxazol-5-ylamino)benzamido)methyl)piperidine-1-carboxylate (0.028 g, 0.052 mmol) in concentrated sulfuric acid (1 mL) was stirred at room temperature for 1.5 hours. The solution was neutralised by pouring into saturated sodium bicarbonate solution. The aqueous phase was then basified to pH14 with 5M NaOH and extracted with EtOAc. The combined organic phases were dried over MgSO4 and the solvent removed in vacuo to afford 5-(4-((piperi... Reactants: CCOC(C)=O, CC1(C)C(n2cncc2CO)c2ccccc2C1(F)F, [H-], CCI, [Na+], [Na+], O=C([O-])O, CN(C)C=O. Product: CCOCc1cncn1C1c2ccccc2C(F)(F)C1(C)C. Reaction SMILES: [CH3:36][CH2:37][O:38][C:39](=[O:40])[CH3:41].[F:1][C:2]1([F:20])[C:3]([CH3:18])([CH3:19])[CH:4]([n:11]2[cH:12][n:13][cH:14][c:15]2[CH2:16][OH:17])[c:5]2[cH:6][cH:7][cH:8][cH:9][c:10]21.[H-:22].[I:23][CH2:24][CH3:25].[Na+:21].[Na+:35].[O-:31][C:32]([OH:33])=[O:34].[O:26]=[CH:27][N:28]([CH3:29])[CH3:30]>>[F:1][C:2]1([F:20])[C:3]([CH3:18])([CH3:19])[CH:4]([n:11]2[cH:12][n:13][cH:14][c:15]2[CH2:16][O:17][CH2:24][CH3:25])[c:5]2[cH:6][cH:7][cH:8][cH:9][c:10]21. The reactants are 13(A), C1(=CC=CC=C1)C1=NN=C2CC(NC3=C(N12)C=CC=C3)=O (1-phenyl-4H,6H-2,3,6,10b-tetraaza-benzo[e]azulen-5-one), CCOCC (Et2O), BrCC(=O)OC(C)(C)C (tert-butyl bromoacetate). Solvent: hexanes, CCOC(=O)C (EtOAc). Yields the product C(C)(C)(C)OC(CN1C2=C(N3C(=NN=C3CC1=O)C1=CC=CC=C1)C=CC=C2)=O ((5-oxo-1-phenyl-4,5-dihydro-2,3,6,10b-tetraaza-benzo[e]azulen-6-yl)-acetic acid tert-butyl ester). Yield: 44.3%. As a reaction SMILES: [C:1]1([C:7]2[N:16]3[C:10]([CH2:11][C:12](=[O:21])[NH:13][C:14]4[CH:20]=[CH:19][CH:18]=[CH:17][C:15]=43)=[N:9][N:8]=2)[CH:6]=[CH:5][CH:4]=[CH:3][CH:2]=1.Br[CH2:23][C:24]([O:26][C:27]([CH3:30])([CH3:29])[CH3:28])=[O:25].CCOCC>CCOC(C)=O>[C:27]([O:26][C:24](=[O:25])[CH2:23][N:13]1[C:12](=[O:21])[CH2:11][C:10]2[N:16]([C:7]([C:1]3[CH:2]=[CH:3][CH:4]=[CH:5][CH:6]=3)=[N:8][N:9]=2)[C:15]2[CH:17]=[CH:18][CH:19]=[CH:20][C:14]1=2)([CH3:30])([CH3:29])[CH3:28]. Procedure: Following the procedure described for Preparation 13(A), 1-phenyl-4H,6H-2,3,6,10b-tetraaza-benzo[e]azulen-5-one (Preparation 4(A)) (5.0 g, 18.1 mmol) was alkylated with tert-butyl bromoacetate (2.94 mL, 19.9 mmol). Trituration with Et2O (100 mL), hexanes (30 mL) and EtOAc (10 mL) provided 3.13 g of (5-oxo-1-phenyl-4,5-dihydro-2,3,6,10b-tetraaza-benzo[e]azulen-6-yl)-acetic acid tert-butyl ester. 1H NMR (CD3OD) δ 7.68 (d, 1H), 7.60-7.51 (m, 4H), 7.43 (m, 2H), 7.23 (t, 1H), 6.99 (d, 1H), 4.86 (d, 1... Starting materials: C(C)OC(=O)C1=NC(=CC=C1)SC1=C(NC2=C(C(=CC=C12)Cl)F)C (6-(6-chloro-7-fluoro-2-methyl-1H-indol-3-ylsulfanyl)-pyridine-2-carboxylic acid ethyl ester), BrC=1C=NN(C1)CC (4-bromo-1-ethyl-1H-pyrazole). Yields the product C(C)OC(=O)C1=NC(=CC=C1)SC1=C(N(C2=C(C(=CC=C12)Cl)F)C=1C=NN(C1)CC)C (6-[6-Chloro-1-(1-ethyl-1H-pyrazol-4-yl)-7-fluoro-2-methyl-1H-indol-3-ylsulfanyl]-pyridine-2-carboxylic acid ethyl ester). RXN SMILES: [CH2:1]([O:3][C:4]([C:6]1[CH:11]=[CH:10][CH:9]=[C:8]([S:12][C:13]2[C:21]3[C:16](=[C:17]([F:23])[C:18]([Cl:22])=[CH:19][CH:20]=3)[NH:15][C:14]=2[CH3:24])[N:7]=1)=[O:5])[CH3:2].Br[C:26]1[CH:27]=[N:28][N:29]([CH2:31][CH3:32])[CH:30]=1>>[CH2:1]([O:3][C:4]([C:6]1[CH:11]=[CH:10][CH:9]=[C:8]([S:12][C:13]2[C:21]3[C:16](=[C:17]([F:23])[C:18]([Cl:22])=[CH:19][CH:20]=3)[N:15]([C:26]3[CH:27]=[N:28][N:29]([CH2:31][CH3:32])[CH:30]=3)[C:14]=2[CH3:24])[N:7]=1)=[O:5])[CH3:2]. Procedure details: Prepared according to the procedure described in Example 9, Step 4, using the following starting materials: 6-(6-chloro-7-fluoro-2-methyl-1H-indol-3-ylsulfanyl)-pyridine-2-carboxylic acid ethyl ester and 4-bromo-1-ethyl-1H-pyrazole. Starting materials: CC=1NC=CN1 (2-methylimidazole), ClC=1N=C(C2=C(N1)SC(=C2)[N+](=O)[O-])NCC2=CC(=C(C=C2)OC)OC (2-chloro-6-nitro-4-(3,4-dimethoxybenzylamino)-thieno-[2,3-d]-pyrimidine). Product: CC=1N(C=CN1)C=1N=C(C2=C(N1)SC(=C2)[N+](=O)[O-])NCC2=CC(=C(C=C2)OC)OC (2-(2-methylimidazol-1-yl)-6-nitro-4-(3,4-dimethoxybenzylamino)-thieno-[2,3-d]-pyrimidine). RXN SMILES: [CH3:1][C:2]1[NH:3][CH:4]=[CH:5][N:6]=1.Cl[C:8]1[N:9]=[C:10]([NH:20][CH2:21][C:22]2[CH:27]=[CH:26][C:25]([O:28][CH3:29])=[C:24]([O:30][CH3:31])[CH:23]=2)[C:11]2[CH:16]=[C:15]([N+:17]([O-:19])=[O:18])[S:14][C:12]=2[N:13]=1>>[CH3:1][C:2]1[N:3]([C:8]2[N:9]=[C:10]([NH:20][CH2:21][C:22]3[CH:27]=[CH:26][C:25]([O:28][CH3:29])=[C:24]([O:30][CH3:31])[CH:23]=3)[C:11]3[CH:16]=[C:15]([N+:17]([O-:19])=[O:18])[S:14][C:12]=3[N:13]=2)[CH:4]=[CH:5][N:6]=1. Procedure details: Following the procedure of Example 97, the reaction of 2-methylimidazole with 2-chloro-6-nitro-4-(3,4-dimethoxybenzylamino)-thieno-[2,3-d]-pyrimidine gives 2-(2-methylimidazol-1-yl)-6-nitro-4-(3,4-dimethoxybenzylamino)-thieno-[2,3-d]-pyrimidine.